describe an organic reaction: reactants, conditions, products, and yield From a dataset of the Open Reaction Database (ORD), a public repository of structured organic reaction records. Reactants: O=CC1=CC=C(C=C1)CC. The reagents and catalysts are NC, O1B(OC(C)(C)C1(C)C)B2OC(C)(C)C(O2)(C)C, O1BOC(C)(C)C1(C)C, N=1C=C(C(=C2C=CC3=C(N=CC(=C3C)C)C12)C)C, C[OH2+].C[OH2+].C1CC=CCCC=C1.C1CC=CCCC=C1.[Ir].[Ir]. Solvent: O1CCCC1. Conditions: temperature 90 celsius, time 12 hour. The product is O=CC1=CC=C(C(=C1)B2OC(C)(C)C(O2)(C)C)CC. Isolated yield 82.0%. Starting materials: C(CCC)[Li] (n-butyllithium), C(C)I (ethyl iodide), C(C)I (ethyl iodide), C(C)(C)NC(C)C (diisopropylamine), O=C1C2=C(C=CC3=C1C=CC(=C3)CC(=O)OC)C=CC=C2 (methyl (5-oxo-5H-dibenzo[a,d]-cyclohepten-2-yl)acetate), C(C)I (ethyl iodide). Reagents/catalysts: CO (methanol). The solvent is CCCCCC (hexane), O1CCCC1 (tetrahydrofuran), O (water), CCOCC (ether), CN(P(N(C)C)(N(C)C)=O)C (hexamethylphosphoric triamide). Conditions: temperature -60 celsius, time 15 minute. The product is O=C1C2=C(C=CC3=C1C=CC(=C3)C(C(=O)OC)CC)C=CC=C2 (methyl 2-(5-oxo-5H-dibenzo[a,d]cyclohepten-2-yl)butyrate). As a reaction SMILES: [CH2:1]([Li])[CH2:2]CC.C(NC(C)C)(C)C.[O:13]=[C:14]1[C:20]2[CH:21]=[CH:22][C:23]([CH2:25][C:26]([O:28][CH3:29])=[O:27])=[CH:24][C:19]=2[CH:18]=[CH:17][C:16]2[CH:30]=[CH:31][CH:32]=[CH:33][C:15]1=2.C(I)C>CCCCCC.CO.O.CCOCC.CN(C)P(=O)(N(C)C)N(C)C.O1CCCC1>[O:13]=[C:14]1[C:20]2[CH:21]=[CH:22][C:23]([CH:25]([CH2:1][CH3:2])[C:26]([O:28][CH3:29])=[O:27])=[CH:24][C:19]=2[CH:18]=[CH:17][C:16]2[CH:30]=[CH:31][CH:32]=[CH:33][C:15]1=2. Procedure: 1.075 Ml. of 1.6 molar n-butyllithium in hexane is added to a solution of 0.242 ml. of diisopropylamine in 15 ml. of dry tetrahydrofuran. 0.300 Ml. of hexamethylphosphoric triamide is added and the mixture is cooled to about -60° C. 0.465 G. of methyl (5-oxo-5H-dibenzo[a,d]-cyclohepten-2-yl)acetate is added, and after 15 minutes, 0.137 ml. of ethyl iodide is added. The mixture is warmed slowly to room temperature and a further 0.05 ml. of ethyl iodide is added. After 30 minutes an additional 0.0...